describe an organic reaction: reactants, conditions, products, and yield From a dataset of the Open Reaction Database (ORD), a public repository of structured organic reaction records. The reactants are ClC1=NC=CC(=N1)N1C([C@](CC1)(C#N)C(C)C)=O ((3S)-1-(2-chloropyrimidin-4-yl)-3-isopropyl-2-oxopyrrolidine-3-carbonitrile), NC1=CC=C(C(=O)NC)C=C1 (4-amino-N-methylbenzamide), C(C)(=O)O (acetic acid). Run in C(C)O (ethanol). Product: Cl.C(#N)[C@@]1(C(N(CC1)C1=NC(=NC=C1)NC1=CC=C(C(=O)NC)C=C1)=O)C(C)C (4-((4-((3S)-3-cyano-3-isopropyl-2-oxopyrrolidin-1-yl) pyrimidin-2-yl)amino)-N-methylbenzamide hydrochloride). Yield: 75.4%. RXN SMILES: [Cl:1][C:2]1[N:7]=[C:6]([N:8]2[CH2:12][CH2:11][C@:10]([CH:15]([CH3:17])[CH3:16])([C:13]#[N:14])[C:9]2=[O:18])[CH:5]=[CH:4][N:3]=1.[NH2:19][C:20]1[CH:29]=[CH:28][C:23]([C:24]([NH:26][CH3:27])=[O:25])=[CH:22][CH:21]=1.C(O)(=O)C>C(O)C>[ClH:1].[C:13]([C@@:10]1([CH:15]([CH3:17])[CH3:16])[CH2:11][CH2:12][N:8]([C:6]2[CH:5]=[CH:4][N:3]=[C:2]([NH:19][C:20]3[CH:21]=[CH:22][C:23]([C:24]([NH:26][CH3:27])=[O:25])=[CH:28][CH:29]=3)[N:7]=2)[C:9]1=[O:18])#[N:14] |f:4.5|. Procedure: A solution of (3S)-1-(2-chloropyrimidin-4-yl)-3-isopropyl-2-oxopyrrolidine-3-carbonitrile (55 mg) obtained in Step A, 4-amino-N-methylbenzamide (37 mg) and acetic acid (13 μL) in ethanol (2 mL) was stirred in a microwave reactor at 150° C. for 1 hr, and the solvent was evaporated under reduced pressure. The obtained residue was purified by silica gel column chromatography (NH, hexane/ethyl acetate). To a solution of the residue (87 mg) in ethanol (3 mL) was added 1M hydrochloric acid (230 μL), a... Reaction SMILES: [C:36](=[O:37])([O-:38])[O-:39].[CH3:16][N:17]([CH2:18][CH2:19][O:20][c:21]1[cH:22][c:23]([O:28][c:29]2[cH:30][cH:31][cH:32][cH:33][cH:34]2)[c:24]([NH2:27])[cH:25][cH:26]1)[CH3:35].[CH3:1][O:2][C:3]([c:4]1[c:5]([C:6](=[O:7])[O:8][CH3:9])[c:10]([I:14])[cH:11][cH:12][cH:13]1)=[O:15].[CH3:42][c:43]1[cH:44][cH:45][cH:46][cH:47][cH:48]1.[Cl:49][CH2:50][Cl:51].[Cs+:40].[Cs+:41].[O:54]=[C:55]([CH:56]=[CH:57][c:58]1[cH:59][cH:60][cH:61][cH:62][cH:63]1)[CH:64]=[CH:65][c:66]1[cH:67][cH:68][cH:69][cH:70][cH:71]1.[O:72]=[C:73]([CH:74]=[CH:75][c:76]1[cH:77][cH:78][cH:79][cH:80][cH:81]1)[CH:82]=[CH:83][c:84]1[cH:85][cH:86][cH:87][cH:88][cH:89]1.[O:90]=[C:91]([CH:92]=[CH:93][c:94]1[cH:95][cH:96][cH:97][cH:98][cH:99]1)[CH:100]=[CH:101][c:102]1[cH:103][cH:104][cH:105][cH:106][cH:107]1.[Pd:52].[Pd:53]>>[CH3:1][O:2][C:3]([c:4]1[c:5]([C:6](=[O:7])[O:8][CH3:9])[c:10]([NH:27][c:24]2[c:23]([O:28][c:29]3[cH:30][cH:31][cH:32][cH:33][cH:34]3)[cH:22][c:21]([O:20][CH2:19][CH2:18][N:17]([CH3:16])[CH3:35])[cH:26][cH:25]2)[cH:11][cH:12][cH:13]1)=[O:15]. Yields the product COC(=O)c1cccc(Nc2ccc(OCCN(C)C)cc2Oc2ccccc2)c1C(=O)OC. Starting materials: O=C([O-])[O-], CN(C)CCOc1ccc(N)c(Oc2ccccc2)c1, COC(=O)c1cccc(I)c1C(=O)OC, Cc1ccccc1, ClCCl, [Cs+], [Cs+], O=C(C=Cc1ccccc1)C=Cc1ccccc1, O=C(C=Cc1ccccc1)C=Cc1ccccc1, O=C(C=Cc1ccccc1)C=Cc1ccccc1, [Pd], [Pd]. Starting materials: CCC(=O)Cl, c1ccc(CN2CCC3CC3(CNc3ccccc3)C2)cc1, ClCCl. Product: CCC(=O)N(CC12CC1CCN(Cc1ccccc1)C2)c1ccccc1. As a reaction SMILES: [C:23]([CH2:24][CH3:25])(=[O:26])[Cl:27].[CH2:1]([c:2]1[cH:3][cH:4][cH:5][cH:6][cH:7]1)[N:8]1[CH2:9][C:10]2([CH2:15][NH:16][c:17]3[cH:18][cH:19][cH:20][cH:21][cH:22]3)[CH2:11][CH:12]2[CH2:13][CH2:14]1.[Cl:28][CH2:29][Cl:30]>>[CH2:1]([c:2]1[cH:3][cH:4][cH:5][cH:6][cH:7]1)[N:8]1[CH2:9][C:10]2([CH2:15][N:16]([c:17]3[cH:18][cH:19][cH:20][cH:21][cH:22]3)[C:23]([CH2:24][CH3:25])=[O:26])[CH2:11][CH:12]2[CH2:13][CH2:14]1.